From a dataset of the Open Reaction Database (ORD), a public repository of structured organic reaction records. describe an organic reaction: reactants, conditions, products, and yield The reactants are C=CCNc1ccc(CC(=O)[O-])cc1, CCO, [Na+], O, CCOC(=O)C(C)OS(=O)(=O)c1ccc(C)cc1. The product is C=CCNc1ccc(CC(=O)OC(C)C(=O)OCC)cc1. Reaction SMILES: [CH2:1]([CH:2]=[CH2:3])[NH:4][c:5]1[cH:6][cH:7][c:8]([CH2:11][C:12](=[O:13])[O-:14])[cH:9][cH:10]1.[CH3:16][CH2:17][OH:18].[Na+:15].[OH2:37].[S:19]([O:20][CH:30]([C:31](=[O:32])[O:33][CH2:34][CH3:35])[CH3:36])([c:21]1[cH:22][cH:23][c:24]([CH3:25])[cH:26][cH:27]1)(=[O:28])=[O:29]>>[CH2:1]([CH:2]=[CH2:3])[NH:4][c:5]1[cH:6][cH:7][c:8]([CH2:11][C:12](=[O:13])[O:14][CH:30]([C:31](=[O:32])[O:33][CH2:34][CH3:35])[CH3:36])[cH:9][cH:10]1. Starting materials: ClC=1C=C(C=CC1F)N1N=C(C=C1C=1C=NC=C(C1)OC(F)F)C(=O)O (1-(3-Chloro-4-fluorophenyl)-5-(5-difluoromethoxypyridin-3-yl)-1H-pyrazole-3-carboxylic acid), ClC=1C=C(C=C(C1)F)C1=CC(=NN1C1=NC=CC=C1)C(=O)N1CNC(C1)=O (1-{[5-(3-Chloro-5-fluorophenyl)-1-(pyridin-2-yl)-1H-pyrazol-3-yl]carbonyl}imidazolidin-4-one), Cl.N1C(NC=C1)=O (4-imidazolinone-hydrochloride). The product is ClC=1C=C(C=CC1F)N1N=C(C=C1C=1C=NC=C(C1)OC(F)F)C(=O)N1CNC(C1)=O (1-({1-(3-Chloro-4-fluorophenyl)-5-[5-(difluoromethoxy)pyridin-3-yl]-1H-pyrazol-3-yl}carbonyl)imidazolidin-4-one). As a reaction SMILES: [Cl:1][C:2]1[CH:3]=[C:4]([N:9]2[C:13]([C:14]3[CH:15]=[N:16][CH:17]=[C:18]([O:20][CH:21]([F:23])[F:22])[CH:19]=3)=[CH:12][C:11]([C:24](O)=[O:25])=[N:10]2)[CH:5]=[CH:6][C:7]=1[F:8].ClC1C=C(C2N(C3C=CC=CN=3)N=C(C([N:48]3[CH2:52][C:51](=[O:53])[NH:50][CH2:49]3)=O)C=2)C=C(F)C=1.Cl.N1C=CNC1=O>>[Cl:1][C:2]1[CH:3]=[C:4]([N:9]2[C:13]([C:14]3[CH:15]=[N:16][CH:17]=[C:18]([O:20][CH:21]([F:22])[F:23])[CH:19]=3)=[CH:12][C:11]([C:24]([N:48]3[CH2:52][C:51](=[O:53])[NH:50][CH2:49]3)=[O:25])=[N:10]2)[CH:5]=[CH:6][C:7]=1[F:8] |f:2.3|. Procedure: 109 mg (0.28 mmol) of the compound of Example 65A is reacted analogously to the synthesis of the compound of Example 1 with 38 mg (0.31 mmol) of 4-imidazolinone-hydrochloride. 108 mg (84% of theory) of the title compound is obtained. The reactants are [N+](=O)([O-])C=1C=C(OC2=C(C=CC=C2)CC(=O)OC)C=CC1 (methyl 2-(3-nitrophenoxy)phenylacetate), CO (methanol). Reagents/catalysts: [Fe] (iron). The solvent is C(C)(=O)O (acetic acid). Product: NC=1C=C(OC2=C(C=CC=C2)CC(=O)OC)C=CC1 (methyl 2-(3-aminophenoxy)phenylacetate). The yield is 96.8%. RXN SMILES: [N+:1]([C:4]1[CH:5]=[C:6]([CH:19]=[CH:20][CH:21]=1)[O:7][C:8]1[CH:13]=[CH:12][CH:11]=[CH:10][C:9]=1[CH2:14][C:15]([O:17][CH3:18])=[O:16])([O-])=O.CO>[Fe].C(O)(=O)C>[NH2:1][C:4]1[CH:5]=[C:6]([CH:19]=[CH:20][CH:21]=1)[O:7][C:8]1[CH:13]=[CH:12][CH:11]=[CH:10][C:9]=1[CH2:14][C:15]([O:17][CH3:18])=[O:16]. Procedure details: A mixture of methyl 2-(3-nitrophenoxy)phenylacetate (15 g), methanol (100 ml), glacial acetic acid (100 ml), and iron powder (15.0 g) was gently heated with stirring to reflux. After 30 minutes the mixture was cooled and the excess iron powder was filtered off. This filtrate was poured into water (700 ml) and extracted with ether (2×200 ml). The ether extracts were neutralized by stirring with aqueous sodium bicarbonate then dried, filtered and concentrated to give methyl 2-(3-aminophenoxy)pheny... Starting materials: OCCNC1=CC=CC=C1 (N-β-hydroxyethylaniline), C([O-])([O-])=O.[Ca+2] (calcium carbonate), ClCC(CCl)O (1,3-dichloro-2-propanol). Solvent: O (water). Yields the product OCCN(CC(CN(C1=CC=CC=C1)CCO)O)C1=CC=CC=C1 (N,N'-bis(β-hydroxyethyl)-N,N'-bis(phenyl)-1,3-diamino-2-propanol). Reaction SMILES: [OH:1][CH2:2][CH2:3][NH:4][C:5]1[CH:10]=[CH:9][CH:8]=[CH:7][CH:6]=1.[C:11](=[O:14])([O-])[O-].[Ca+2].Cl[CH2:17][CH:18]([OH:21])[CH2:19]Cl>O>[OH:1][CH2:2][CH2:3][N:4]([C:5]1[CH:10]=[CH:9][CH:8]=[CH:7][CH:6]=1)[CH2:17][CH:18]([OH:21])[CH2:19][N:4]([CH2:3][CH2:11][OH:14])[C:5]1[CH:10]=[CH:9][CH:8]=[CH:7][CH:6]=1 |f:1.2|. Procedure details: The mixture consisting of 2 moles (274.4 g) of N-β-hydroxyethylaniline, 140 g of calcium carbonate and 1.2 moles (154.8 g) of 1,3-dichloro-2-propanol in 1 liter of water is heated for 6 hours under water reflux.